Dataset: the Open Reaction Database (ORD), a public repository of structured organic reaction records. Task: describe an organic reaction: reactants, conditions, products, and yield Reactants: O=C(O)CCCCBr, O=C(Nc1ccc(O)cc1)c1ccccc1, C(=NC1CCCCC1)=NC1CCCCC1, c1ccccc1. Product: O=C(CCCCBr)Oc1ccc(NC(=O)c2ccccc2)cc1. Reaction SMILES: [Br:1][CH2:2][CH2:3][CH2:4][CH2:5][C:6](=[O:7])[OH:8].[C:24]([c:25]1[cH:26][cH:27][cH:28][cH:29][cH:30]1)(=[O:31])[NH:32][c:33]1[cH:34][cH:35][c:36]([OH:39])[cH:37][cH:38]1.[CH:9]1([N:10]=[C:11]=[N:12][CH:13]2[CH2:14][CH2:15][CH2:16][CH2:17][CH2:18]2)[CH2:19][CH2:20][CH2:21][CH2:22][CH2:23]1.[cH:40]1[cH:41][cH:42][cH:43][cH:44][cH:45]1>>[Br:1][CH2:2][CH2:3][CH2:4][CH2:5][C:6]([O:7][c:36]1[cH:35][cH:34][c:33]([NH:32][C:24]([c:25]2[cH:26][cH:27][cH:28][cH:29][cH:30]2)=[O:31])[cH:38][cH:37]1)=[O:8]. Starting materials: CCOC(=O)C(C#N)(Cc1ccccc1)Cc1ccccc1, CCO, [K+], [OH-], O, O. Yields the product N#CC(Cc1ccccc1)(Cc1ccccc1)C(=O)O. RXN SMILES: [CH2:1]([c:2]1[cH:3][cH:4][cH:5][cH:6][cH:7]1)[C:8]([C:9](=[O:10])[O:11][CH2:12][CH3:13])([CH2:14][c:15]1[cH:16][cH:17][cH:18][cH:19][cH:20]1)[C:21]#[N:22].[CH2:25]([OH:26])[CH3:27].[K+:24].[OH-:23].[OH2:28].[OH2:29]>>[CH2:1]([c:2]1[cH:3][cH:4][cH:5][cH:6][cH:7]1)[C:8]([C:9](=[O:10])[OH:11])([CH2:14][c:15]1[cH:16][cH:17][cH:18][cH:19][cH:20]1)[C:21]#[N:22]. Starting materials: CN(C)CCNS(=O)(=O)c1cc(N)c(Cl)s1, O=C(O)c1cnn2c(C(F)(F)F)cc(-c3ccc(C(F)(F)F)cc3)nc12. Yields the product CN(C)CCNS(=O)(=O)c1cc(NC(=O)c2cnn3c(C(F)(F)F)cc(-c4ccc(C(F)(F)F)cc4)nc23)c(Cl)s1. Reaction SMILES: [CH3:27][N:28]([CH2:29][CH2:30][NH:31][S:32](=[O:33])(=[O:34])[c:35]1[s:36][c:37]([Cl:41])[c:38]([NH2:40])[cH:39]1)[CH3:42].[F:1][C:2]([c:3]1[cH:4][c:5](-[c:15]2[cH:16][cH:17][c:18]([C:21]([F:22])([F:23])[F:24])[cH:19][cH:20]2)[n:6][c:7]2[n:8]1[n:9][cH:10][c:11]2[C:12](=[O:13])[OH:14])([F:25])[F:26]>>[F:1][C:2]([c:3]1[cH:4][c:5](-[c:15]2[cH:16][cH:17][c:18]([C:21]([F:22])([F:23])[F:24])[cH:19][cH:20]2)[n:6][c:7]2[n:8]1[n:9][cH:10][c:11]2[C:12](=[O:13])[NH:40][c:38]1[c:37]([Cl:41])[s:36][c:35]([S:32]([NH:31][CH2:30][CH2:29][N:28]([CH3:27])[CH3:42])(=[O:33])=[O:34])[cH:39]1)([F:25])[F:26].